From a dataset of the Open Reaction Database (ORD), a public repository of structured organic reaction records. describe an organic reaction: reactants, conditions, products, and yield The reactants are [BH4-], COC(=O)C(C#N)=Cc1ccco1, CC(=O)O, CO, [Na+], [Na+], [OH-], O. Product: COC(=O)C(C#N)Cc1ccco1. As a reaction SMILES: [BH4-:16].[C:1](#[N:2])[C:3]([C:4](=[O:5])[O:6][CH3:7])=[CH:8][c:9]1[o:10][cH:11][cH:12][cH:13]1.[CH3:18][C:19](=[O:20])[OH:21].[CH3:23][OH:24].[Na+:15].[Na+:17].[OH-:14].[OH2:22]>>[C:1](#[N:2])[CH:3]([C:4](=[O:5])[O:6][CH3:7])[CH2:8][c:9]1[o:10][cH:11][cH:12][cH:13]1. Reactants: Cl.C(#N)C1(CC1)NC(=O)[C@H]1NC[C@@H](C1)S(=O)(=O)C1=C(C=CC=C1)Cl ((2S,4R)-4-(2-chloro-benzenesulfonyl)-pyrrolidine-2-carboxylic acid (1-cyano-cyclopropyl)-amide hydrochloride), N1=CC=C(C=C1)C=O (4-pyridine carboxaldehyde). The product is C(#N)C1(CC1)NC(=O)[C@H]1N(C[C@@H](C1)S(=O)(=O)C1=C(C=CC=C1)Cl)CC1=CC=NC=C1 ((2S,4R)-4-(2-Chloro-benzenesulfonyl)-1-pyridin-4-ylmethyl-pyrrolidine-2-carboxylic acid (1-cyano-cyclopropyl)-amide). As a reaction SMILES: Cl.[C:2]([C:4]1([NH:7][C:8]([C@@H:10]2[CH2:14][C@@H:13]([S:15]([C:18]3[CH:23]=[CH:22][CH:21]=[CH:20][C:19]=3[Cl:24])(=[O:17])=[O:16])[CH2:12][NH:11]2)=[O:9])[CH2:6][CH2:5]1)#[N:3].[N:25]1[CH:30]=[CH:29][C:28]([CH:31]=O)=[CH:27][CH:26]=1>>[C:2]([C:4]1([NH:7][C:8]([C@@H:10]2[CH2:14][C@@H:13]([S:15]([C:18]3[CH:23]=[CH:22][CH:21]=[CH:20][C:19]=3[Cl:24])(=[O:17])=[O:16])[CH2:12][N:11]2[CH2:31][C:28]2[CH:29]=[CH:30][N:25]=[CH:26][CH:27]=2)=[O:9])[CH2:6][CH2:5]1)#[N:3] |f:0.1|. Reported procedure: (2S,4R)-4-(2-chloro-benzenesulfonyl)-pyrrolidine-2-carboxylic acid (1-cyano-cyclopropyl)-amide hydrochloride from experiment K4 was reductively aminated with 4-pyridine carboxaldehyde in analogy to experiment L3 to give (2S,4R)-4-(2-Chloro-benzenesulfonyl)-1-pyridin-4-ylmethyl-pyrrolidine-2-carboxylic acid (1-cyano-cyclopropyl)-amide as a colorless oil. MS: 445.3 [M+H]+. Reactants: o-trifluoromethylbenzalhalide, FC(C1=C(C(Cl)Cl)C=CC(=C1)Cl)(F)F (2-Trifluoromethyl-4-chloro-benzalchloride), FC(C1=C(C(Cl)Cl)C=CC(=C1)Cl)(F)F (2-trifluoromethyl-4-chlorobenzal-chloride), 2-trifluoro-methyl-4-chlorobenzalhalide, CC1=C(C=C(C=C1[N+](=O)[O-])Cl)C(F)(F)F (2-methyl-3-nitro-5-chlorobenzotrifluoride), CC1=C(C=CC=C1N)C(F)(F)F (2-methyl-3-aminobenzo-trifluoride), CC1=C(C=C(C=C1[N+](=O)[O-])Cl)C(F)(F)F (2-methyl-3-nitro-5-chlorobenzotrifluoride). Yields the product CC1=C(C=C(C=C1)Cl)C(F)(F)F (2-methyl-5-monochlorobenzotrifluoride). As a reaction SMILES: [F:1][C:2]([F:14])([F:13])[C:3]1[CH:11]=[C:10]([Cl:12])[CH:9]=[CH:8][C:4]=1[CH:5](Cl)Cl.CC1C([N+]([O-])=O)=CC(Cl)=CC=1C(F)(F)F.CC1C(N)=CC=CC=1C(F)(F)F>>[CH3:5][C:4]1[CH:8]=[CH:9][C:10]([Cl:12])=[CH:11][C:3]=1[C:2]([F:13])([F:1])[F:14]. Procedure details: 2-Trifluoromethyl-4-chloro-benzalchloride and 2-methyl-3-nitro-5-chlorobenzotrifluoride, are intermediates in a process of preparing 2-methyl-3-aminobenzo-trifluoride. In this process, 2-trifluoromethyl-4-chlorobenzal-chloride is prepared by chlorinating o-trifluoromethylbenzalhalide, and 2-methyl-3-nitro-5-chlorobenzotrifluoride is prepared at first by hydrogenating the 2-trifluoro-methyl-4-chlorobenzalhalide to form a 2-methyl-5-monochlorobenzotrifluoride and then by nitrating the 2-methyl-5-m...